From a dataset of the Open Reaction Database (ORD), a public repository of structured organic reaction records. describe an organic reaction: reactants, conditions, products, and yield Starting materials: ClC=1C=CC2=C(C(=NC=C(N2C)O[Si](C)(C)C)C2=CC=CC=C2)C1 (7-chloro-1-methyl-5-phenyl-2-trimethylsiloxy-1H-1,4-benzodiazepine), FOC(F)(F)F (trifluoromethyl hypofluorite). The solvent is ClC(F)(Cl)Cl (trichlorofluoromethane). Product: ClC=1C=CC2=C(C(=NC(C(N2C)=O)F)C2=CC=CC=C2)C1 (7-chloro-3-fluoro-1,3-dihydro-1-methyl-5-phenyl-2H-1,4-benzodiazepin-2-one). The yield is 108.8%. RXN SMILES: [Cl:1][C:2]1[CH:3]=[CH:4][C:5]2[N:11]([CH3:12])[C:10]([O:13][Si](C)(C)C)=[CH:9][N:8]=[C:7]([C:18]3[CH:23]=[CH:22][CH:21]=[CH:20][CH:19]=3)[C:6]=2[CH:24]=1.[F:25]OC(F)(F)F>ClC(Cl)(Cl)F>[Cl:1][C:2]1[CH:3]=[CH:4][C:5]2[N:11]([CH3:12])[C:10](=[O:13])[CH:9]([F:25])[N:8]=[C:7]([C:18]3[CH:23]=[CH:22][CH:21]=[CH:20][CH:19]=3)[C:6]=2[CH:24]=1. Reported procedure: A solution of 8.52 g of the aforesaid 7-chloro-1-methyl-5-phenyl-2-trimethylsiloxy-1H-1,4-benzodiazepine in 150 ml of trichlorofluoromethane was cooled to -70° C. and 2.4 g of trifluoromethyl hypofluorite were passed into the solution over a period of 3 hours. The reaction mixture then was warmed to room temperature and evaporated to dryness under reduced pressure to give 7.60 g of crude 7-chloro-3-fluoro-1,3-dihydro-1-methyl-5-phenyl-2H-1,4-benzodiazepin-2-one as a light tan powder: mp 130°-140... Starting materials: CCOC(=O)C1(N=C(c2ccccc2)c2ccccc2)CCOCC1, CCOCC, Cl. Yields the product CCOC(=O)C1(N)CCOCC1. RXN SMILES: [CH2:1]([CH3:2])[O:3][C:4](=[O:5])[C:6]1([N:12]=[C:13]([c:14]2[cH:15][cH:16][cH:17][cH:18][cH:19]2)[c:20]2[cH:21][cH:22][cH:23][cH:24][cH:25]2)[CH2:7][CH2:8][O:9][CH2:10][CH2:11]1.[CH3:27][CH2:28][O:29][CH2:30][CH3:31].[ClH:26]>>[CH2:1]([CH3:2])[O:3][C:4](=[O:5])[C:6]1([NH2:12])[CH2:7][CH2:8][O:9][CH2:10][CH2:11]1. Reactants: CC(C)(C)c1cnc(CSc2cnc(NC(=O)Cc3ccc(CBr)cc3)s2)o1, CN(C)C=O, CCOC(C)=O, NCC(O)CO. The product is CC(C)(C)c1cnc(CSc2cnc(NC(=O)Cc3ccc(CNCC(O)CO)cc3)s2)o1. Reaction SMILES: [Br:7][CH2:8][c:9]1[cH:10][cH:11][c:12]([CH2:15][C:16](=[O:17])[NH:18][c:19]2[s:20][c:21]([S:24][CH2:25][c:26]3[o:27][c:28]([C:31]([CH3:32])([CH3:33])[CH3:34])[cH:29][n:30]3)[cH:22][n:23]2)[cH:13][cH:14]1.[CH3:35][N:36]([CH3:37])[CH:38]=[O:39].[CH3:40][CH2:41][O:42][C:43](=[O:44])[CH3:45].[NH2:1][CH2:2][CH:3]([CH2:4][OH:5])[OH:6]>>[NH:1]([CH2:2][CH:3]([CH2:4][OH:5])[OH:6])[CH2:8][c:9]1[cH:10][cH:11][c:12]([CH2:15][C:16](=[O:17])[NH:18][c:19]2[s:20][c:21]([S:24][CH2:25][c:26]3[o:27][c:28]([C:31]([CH3:32])([CH3:33])[CH3:34])[cH:29][n:30]3)[cH:22][n:23]2)[cH:13][cH:14]1. The reactants are CCCC[Sn](CCCC)(CCCC)c1cn(C(c2ccccc2)(c2ccccc2)c2ccccc2)c(C)n1, O=[N+]([O-])c1ccsc1Cl. The product is Cc1nc(-c2sccc2[N+](=O)[O-])cn1C(c1ccccc1)(c1ccccc1)c1ccccc1. As a reaction SMILES: [CH3:1][c:2]1[n:3]([C:20]([c:21]2[cH:22][cH:23][cH:24][cH:25][cH:26]2)([c:27]2[cH:28][cH:29][cH:30][cH:31][cH:32]2)[c:33]2[cH:34][cH:35][cH:36][cH:37][cH:38]2)[cH:4][c:5]([Sn:7]([CH2:8][CH2:9][CH2:10][CH3:11])([CH2:12][CH2:13][CH2:14][CH3:15])[CH2:16][CH2:17][CH2:18][CH3:19])[n:6]1.[Cl:39][c:40]1[s:41][cH:42][cH:43][c:44]1[N+:45](=[O:46])[O-:47]>>[CH3:1][c:2]1[n:3]([C:20]([c:21]2[cH:22][cH:23][cH:24][cH:25][cH:26]2)([c:27]2[cH:28][cH:29][cH:30][cH:31][cH:32]2)[c:33]2[cH:34][cH:35][cH:36][cH:37][cH:38]2)[cH:4][c:5](-[c:40]2[s:41][cH:42][cH:43][c:44]2[N+:45](=[O:46])[O-:47])[n:6]1. Starting materials: N1(C=CC=C1)C1=C(C=CC=C1)O (o-(pyrrol-1-yl)-phenol), C([O-])([O-])=O.[K+].[K+] (potassium carbonate), C(Cl)C1CO1 (epichlorohydrin). Reaction conditions: time 6 hour. Yields the product N1(C=CC=C1)C1=C(OCC2CO2)C=CC=C1 (1-[o-(pyrrol-1-yl)-phenoxy]-2,3-epoxy-propane). RXN SMILES: [N:1]1([C:6]2[CH:11]=[CH:10][CH:9]=[CH:8][C:7]=2[OH:12])[CH:5]=[CH:4][CH:3]=[CH:2]1.C(=O)([O-])[O-].[K+].[K+].[CH2:19]([CH:21]1[O:23][CH2:22]1)Cl>>[N:1]1([C:6]2[CH:11]=[CH:10][CH:9]=[CH:8][C:7]=2[O:12][CH2:19][CH:21]2[O:23][CH2:22]2)[CH:2]=[CH:3][CH:4]=[CH:5]1 |f:1.2.3|. Reported procedure: 95.7 g of o-(pyrrol-1-yl)-phenol, 245 g of potassium carbonate and 167 g of epichlorohydrin are heated to the boil in a nitrogen atmosphere, whilst stirring. After 6 hours, the reaction mixture is cooled and filtered and the filtrate is evaporated in vacuo, ultimately at a bath temperature of 120° C. The oil which remains is dissolved in 300 ml of ether and the solution is extracted with 300 ml of 2 N sodium hydroxide solution and washed with 100 ml of water. The oil which remains after evaporat... The reactants are O=C(O)C(Br)c1ccccc1, CC(C)=O, [K], Cn1c(S)nc2ccccc21. Product: Cn1c(SC(C(=O)O)c2ccccc2)nc2ccccc21. Reaction SMILES: [Br:13][CH:14]([C:15](=[O:16])[OH:17])[c:18]1[cH:19][cH:20][cH:21][cH:22][cH:23]1.[CH3:24][C:25](=[O:26])[CH3:27].[K:1].[SH:2][c:3]1[n:4][c:5]2[c:6]([n:7]1[CH3:8])[cH:9][cH:10][cH:11][cH:12]2>>[S:2]([c:3]1[n:4][c:5]2[c:6]([n:7]1[CH3:8])[cH:9][cH:10][cH:11][cH:12]2)[CH:14]([C:15](=[O:16])[OH:17])[c:18]1[cH:19][cH:20][cH:21][cH:22][cH:23]1. Reported procedure: 3-{1-[5-chloro-2-(trifluoromethyl)benzyl]-1,2,3,4-tetrahydropyrido[2,3-b]pyrazin-7-yl}benzoic acid was reacted with 4-phenylpiperidine as in General Procedure 10 to give the title compound. LCMS: m/z=590.98 (M+H+); retention time=1.03 minutes. Yields the product ClC=1C=CC(=C(CN2C3=C(NCC2)N=CC(=C3)C=3C=C(C=CC3)C(=O)N3CCC(CC3)C3=CC=CC=C3)C1)C(F)(F)F ((3-{1-[5-Chloro-2-(trifluoromethyl)benzyl]-1,2,3,4-tetrahydropyrido[2,3-b]pyrazin-7-yl}phenyl)-(4-phenylpiperidin-1-yl)methanone). RXN SMILES: [Cl:1][C:2]1[CH:3]=[CH:4][C:5]([C:28]([F:31])([F:30])[F:29])=[C:6]([CH:27]=1)[CH2:7][N:8]1[CH2:13][CH2:12][NH:11][C:10]2[N:14]=[CH:15][C:16]([C:18]3[CH:19]=[C:20]([CH:24]=[CH:25][CH:26]=3)[C:21](O)=[O:22])=[CH:17][C:9]1=2.[C:32]1([CH:38]2[CH2:43][CH2:42][NH:41][CH2:40][CH2:39]2)[CH:37]=[CH:36][CH:35]=[CH:34][CH:33]=1>>[Cl:1][C:2]1[CH:3]=[CH:4][C:5]([C:28]([F:29])([F:31])[F:30])=[C:6]([CH:27]=1)[CH2:7][N:8]1[CH2:13][CH2:12][NH:11][C:10]2[N:14]=[CH:15][C:16]([C:18]3[CH:19]=[C:20]([C:21]([N:41]4[CH2:40][CH2:39][CH:38]([C:32]5[CH:37]=[CH:36][CH:35]=[CH:34][CH:33]=5)[CH2:43][CH2:42]4)=[O:22])[CH:24]=[CH:25][CH:26]=3)=[CH:17][C:9]1=2. The reactants are ClC=1C=CC(=C(CN2C3=C(NCC2)N=CC(=C3)C=3C=C(C(=O)O)C=CC3)C1)C(F)(F)F (3-{1-[5-chloro-2-(trifluoromethyl)benzyl]-1,2,3,4-tetrahydropyrido[2,3-b]pyrazin-7-yl}benzoic acid), C1(=CC=CC=C1)C1CCNCC1 (4-phenylpiperidine). Starting materials: O=C([O-])[O-], COc1cc(CN2CCNCC2)cc(OC)c1OC, Cc1ccc(-c2ccc3c(c2)C=C(C(=O)Nc2ccc(CCl)cc2)CC3)cc1, [K+], [K+], CN(C)C=O, O. Yields the product COc1cc(CN2CCN(Cc3ccc(NC(=O)C4=Cc5cc(-c6ccc(C)cc6)ccc5CC4)cc3)CC2)cc(OC)c1OC. As a reaction SMILES: [C:48](=[O:49])([O-:50])[O-:51].[CH3:29][O:30][c:31]1[cH:32][c:33]([CH2:34][N:35]2[CH2:36][CH2:37][NH:38][CH2:39][CH2:40]2)[cH:41][c:42]([O:46][CH3:47])[c:43]1[O:44][CH3:45].[Cl:1][CH2:2][c:3]1[cH:4][cH:5][c:6]([NH:9][C:10](=[O:11])[C:12]2=[CH:13][c:14]3[cH:15][c:16](-[c:22]4[cH:23][cH:24][c:25]([CH3:28])[cH:26][cH:27]4)[cH:17][cH:18][c:19]3[CH2:20][CH2:21]2)[cH:7][cH:8]1.[K+:52].[K+:53].[O:55]=[CH:56][N:57]([CH3:58])[CH3:59].[OH2:54]>>[CH2:2]([c:3]1[cH:4][cH:5][c:6]([NH:9][C:10](=[O:11])[C:12]2=[CH:13][c:14]3[cH:15][c:16](-[c:22]4[cH:23][cH:24][c:25]([CH3:28])[cH:26][cH:27]4)[cH:17][cH:18][c:19]3[CH2:20][CH2:21]2)[cH:7][cH:8]1)[N:38]1[CH2:37][CH2:36][N:35]([CH2:34][c:33]2[cH:32][c:31]([O:30][CH3:29])[c:43]([O:44][CH3:45])[c:42]([O:46][CH3:47])[cH:41]2)[CH2:40][CH2:39]1. RXN SMILES: [NH2:1][C@@H:2](/[CH:5]=[C:6](/[C:9]1[CH:14]=[CH:13][CH:12]=[CH:11][CH:10]=1)\[CH2:7][CH3:8])[CH2:3][OH:4]>CO.[Pd]>[NH2:1][C@@H:2]([CH2:5][CH:6]([C:9]1[CH:10]=[CH:11][CH:12]=[CH:13][CH:14]=1)[CH2:7][CH3:8])[CH2:3][OH:4]. Starting materials: N[C@H](CO)\C=C(/CC)\C1=CC=CC=C1 ((E)-(S)-2-amino-4-phenyl-hex-3-en-1-ol). Solvent: CO (methanol). Run at time 30 minute. Product: N[C@H](CO)CC(CC)C1=CC=CC=C1 ((S)-2-amino-4-phenyl-hexan-1-ol). Reported procedure: To a stirred solution of (E)-(S)-2-amino-4-phenyl-hex-3-en-1-ol (1.0 g) at r.t. in methanol (50 ml) under an argon atmosphere was added 10% Pd/C (278 mg). The mixture was stirred at r.t. under a hydrogen atmosphere for 30 min. The catalyst was filtered off and the filtrate was concentrated in vacuo. The residue was purified by column chromatography (SiO2; gradient: dichloromethane/methanol) to give (S)-2-amino-4-phenyl-hexan-1-ol (mainly one epimer) (0.81 g, 80%) as a colourless oil. MS (ISP): 1... Reagents/catalysts: [Pd] (Pd/C).